Dataset: the Open Reaction Database (ORD), a public repository of structured organic reaction records. Task: describe an organic reaction: reactants, conditions, products, and yield Starting materials: NC=1C=C2C(=CNC2=CC1)C1CCN(CC1)C (5-amino-3-(1-methylpiperidin-4-yl)-1H-indole), O1C(=CC2=C1C=CC=C2)C(=O)O (benzofuran-2-carboxylic acid). The product is O1C(=CC2=C1C=CC=C2)C(=O)NC=2C=C1C(=CNC1=CC2)C2CCN(CC2)C (5-(benzofuran-2-carbonyl)amino-3-(1-methylpiperidin-4-yl)-1H-indole). Yield: 83.5%. RXN SMILES: [NH2:1][C:2]1[CH:3]=[C:4]2[C:8](=[CH:9][CH:10]=1)[NH:7][CH:6]=[C:5]2[CH:11]1[CH2:16][CH2:15][N:14]([CH3:17])[CH2:13][CH2:12]1.[O:18]1[C:22]2[CH:23]=[CH:24][CH:25]=[CH:26][C:21]=2[CH:20]=[C:19]1[C:27](O)=[O:28]>>[O:18]1[C:22]2[CH:23]=[CH:24][CH:25]=[CH:26][C:21]=2[CH:20]=[C:19]1[C:27]([NH:1][C:2]1[CH:3]=[C:4]2[C:8](=[CH:9][CH:10]=1)[NH:7][CH:6]=[C:5]2[CH:11]1[CH2:16][CH2:15][N:14]([CH3:17])[CH2:13][CH2:12]1)=[O:28]. Procedure: Beginning with 12.0 mg (0.05 mMol) 5-amino-3-(1-methylpiperidin-4-yl)-1H-indole and 24.0 mg (0.15 mMol) benzofuran-2-carboxylic acid, 15.6 mg (84%) of the title compound were recovered.